Dataset: the Open Reaction Database (ORD), a public repository of structured organic reaction records. Task: describe an organic reaction: reactants, conditions, products, and yield Starting materials: CCNO, Cl, C1CCOC1, CC(C(=O)Cl)c1ccc2c(c1)C(=O)c1ccccc1CO2, c1ccncc1. The product is CCN(O)C(=O)C(C)c1ccc2c(c1)C(=O)c1ccccc1CO2. As a reaction SMILES: [CH2:2]([CH3:3])[NH:4][OH:5].[ClH:1].[O:33]1[CH2:34][CH2:35][CH2:36][CH2:37]1.[O:6]=[C:7]1[c:8]2[c:9]([cH:18][cH:19][c:20]([CH:22]([C:23](=[O:24])[Cl:25])[CH3:26])[cH:21]2)[O:10][CH2:11][c:12]2[c:13]1[cH:14][cH:15][cH:16][cH:17]2.[cH:27]1[cH:28][cH:29][n:30][cH:31][cH:32]1>>[CH2:2]([CH3:3])[N:4]([OH:5])[C:23]([CH:22]([c:20]1[cH:19][cH:18][c:9]2[c:8]([cH:21]1)[C:7](=[O:6])[c:13]1[c:12]([cH:17][cH:16][cH:15][cH:14]1)[CH2:11][O:10]2)[CH3:26])=[O:24].